From a dataset of the Open Reaction Database (ORD), a public repository of structured organic reaction records. describe an organic reaction: reactants, conditions, products, and yield Reactants: C(C)N(C(C=1C(O)=CC=CC1)=O)CC (N,N-diethylsalicylamide), BrCCCCCCCCCCCCCC (1-bromotetradecane), C([O-])([O-])=O.[K+].[K+] (potassium carbonate). Run in CC(CC)=O (2-butanone). The product is C(C)N(C(C1=C(C=CC=C1)OCCCCCCCCCCCCCC)=O)CC (N,N-Diethyl-2-(tetradecyloxy)benzamide). RXN SMILES: [CH2:1]([N:3]([CH2:13][CH3:14])[C:4](=[O:12])[C:5]1[C:6](=[CH:8][CH:9]=[CH:10][CH:11]=1)[OH:7])[CH3:2].Br[CH2:16][CH2:17][CH2:18][CH2:19][CH2:20][CH2:21][CH2:22][CH2:23][CH2:24][CH2:25][CH2:26][CH2:27][CH2:28][CH3:29].C(=O)([O-])[O-].[K+].[K+]>CC(=O)CC>[CH2:13]([N:3]([CH2:1][CH3:2])[C:4](=[O:12])[C:5]1[CH:11]=[CH:10][CH:9]=[CH:8][C:6]=1[O:7][CH2:29][CH2:28][CH2:27][CH2:26][CH2:25][CH2:24][CH2:23][CH2:22][CH2:21][CH2:20][CH2:19][CH2:18][CH2:17][CH3:16])[CH3:14] |f:2.3.4|. Reported procedure: A mixture of 25 g of N,N-diethylsalicylamide, 38.5 ml of 1-bromotetradecane, 22.35 g of potassium carbonate and 400 ml of 2-butanone is heated at reflux temperature for 16 hours. The reaction is cooled, filtered and concentrated in vacuo. The concentrate is dissolved in chloroform, dried and concentrated in vacuo. The residue is purified by column chromatography (silica gel:0-30% ethyl acetate/hexane) to give 42.5 g of the desired product as colorless crystals.